This data is from the Open Reaction Database (ORD), a public repository of structured organic reaction records. The task is: describe an organic reaction: reactants, conditions, products, and yield Starting materials: CC(C)(COCc1ccccc1)[N+](=O)[O-], CC(=O)O, CCO, O=Cc1ccc(F)cc1F, [Zn]. The product is CC(C)(COCc1ccccc1)[N+]([O-])=Cc1ccc(F)cc1F. As a reaction SMILES: [CH3:11][C:12]([CH2:13][O:14][CH2:15][c:16]1[cH:17][cH:18][cH:19][cH:20][cH:21]1)([CH3:22])[N+:23](=[O:24])[O-:25].[CH3:26][C:27](=[O:28])[OH:29].[CH3:30][CH2:31][OH:32].[F:1][c:2]1[c:3]([CH:4]=[O:5])[cH:6][cH:7][c:8]([F:10])[cH:9]1.[Zn:33]>>[F:1][c:2]1[c:3]([CH:4]=[N+:23]([C:12]([CH3:11])([CH2:13][O:14][CH2:15][c:16]2[cH:17][cH:18][cH:19][cH:20][cH:21]2)[CH3:22])[O-:24])[cH:6][cH:7][c:8]([F:10])[cH:9]1. Reactants: C(C1=CC=CC=C1)[C@H]([C@@H](CNCC1=CC(=CC=C1)OC)O)NC(C1=CC(=CC(=C1)C)Br)=O (N-{(1R,2R)-1-benzyl-2-hydroxy-3-[(3-methoxybenzyl)amino]propyl}-3-bromo-5-methylbenzamide), O1C(=CC=C1)B(O)O (2-furanylboronic acid), C([O-])([O-])=O.[Na+].[Na+] (sodium carbonate). Reagents/catalysts: C1(=CC=CC=C1)P(C1=CC=CC=C1)(C1=CC=CC=C1)[Pd](P(C1=CC=CC=C1)(C1=CC=CC=C1)C1=CC=CC=C1)(P(C1=CC=CC=C1)(C1=CC=CC=C1)C1=CC=CC=C1)P(C1=CC=CC=C1)(C1=CC=CC=C1)C1=CC=CC=C1 (Tetrakis(triphenylphosphino)palladium). Solvent: CN(C=O)C (dimethylformamide), C(Cl)(Cl)Cl (chloroform). Conditions: temperature 100 celsius. Yields the product C(C1=CC=CC=C1)[C@@H]([C@@H](CNCC1=CC(=CC=C1)OC)O)NC(C1=CC(=CC(=C1)C)C=1OC=CC1)=O (N-{(1S,2R)-1-benzyl-2-hydroxy-3-[(3-methoxybenzyl)amino]propyl}-3-(2-furyl)-5-methylbenzamide). RXN SMILES: [CH2:1]([C@@H:8]([NH:22][C:23](=[O:32])[C:24]1[CH:29]=[C:28]([CH3:30])[CH:27]=[C:26](Br)[CH:25]=1)[C@H:9]([OH:21])[CH2:10][NH:11][CH2:12][C:13]1[CH:18]=[CH:17][CH:16]=[C:15]([O:19][CH3:20])[CH:14]=1)[C:2]1[CH:7]=[CH:6][CH:5]=[CH:4][CH:3]=1.[O:33]1[CH:37]=[CH:36][CH:35]=[C:34]1B(O)O.C(=O)([O-])[O-].[Na+].[Na+]>CN(C)C=O.C(Cl)(Cl)Cl.C1(P([Pd](P(C2C=CC=CC=2)(C2C=CC=CC=2)C2C=CC=CC=2)(P(C2C=CC=CC=2)(C2C=CC=CC=2)C2C=CC=CC=2)P(C2C=CC=CC=2)(C2C=CC=CC=2)C2C=CC=CC=2)(C2C=CC=CC=2)C2C=CC=CC=2)C=CC=CC=1>[CH2:1]([C@H:8]([NH:22][C:23](=[O:32])[C:24]1[CH:29]=[C:28]([CH3:30])[CH:27]=[C:26]([C:34]2[O:33][CH:37]=[CH:36][CH:35]=2)[CH:25]=1)[C@H:9]([OH:21])[CH2:10][NH:11][CH2:12][C:13]1[CH:18]=[CH:17][CH:16]=[C:15]([O:19][CH3:20])[CH:14]=1)[C:2]1[CH:7]=[CH:6][CH:5]=[CH:4][CH:3]=1 |f:2.3.4|. Reported procedure: N-{(1R,2R)-1-benzyl-2-hydroxy-3-[(3-methoxybenzyl)amino]propyl}-3-bromo-5-methylbenzamide (X, EXAMPLE 761, 295 mg, 0.59 mmol), 2-furanylboronic acid (133 mg, 1.19 mmol) and sodium carbonate (366 mg, 2.95 mmol) are combined in dimethylformamide (5 ml) and sparged under a flow of nitrogen for 15 minutes. Tetrakis(triphenylphosphino)palladium (136 mg, 0.12 mmol) is added and the mixture heated to 100 degrees C. overnight. The mixture is cooled to 20-25 degrees C., diluted with chloroform (50 ml) an... The reactants are O=C([O-])[O-], CCN(CCO)CCCCOc1ccc2c(-c3ccc(C(F)(F)F)cc3)nsc2c1, CCN(CC)S(F)(F)F, ClCCl, [Na+], [Na+]. Product: CCN(CCF)CCCCOc1ccc2c(-c3ccc(C(F)(F)F)cc3)nsc2c1. As a reaction SMILES: [C:40](=[O:41])([O-:42])[O-:43].[CH2:1]([CH3:2])[N:3]([CH2:4][CH2:5][OH:6])[CH2:7][CH2:8][CH2:9][CH2:10][O:11][c:12]1[cH:13][c:14]2[c:15]([c:16](-[c:19]3[cH:20][cH:21][c:22]([C:25]([F:26])([F:27])[F:28])[cH:23][cH:24]3)[n:17][s:18]2)[cH:29][cH:30]1.[CH2:31]([N:32]([S:33]([F:34])([F:35])[F:37])[CH2:36][CH3:38])[CH3:39].[Cl:46][CH2:47][Cl:48].[Na+:44].[Na+:45]>>[CH2:1]([CH3:2])[N:3]([CH2:4][CH2:5][F:37])[CH2:7][CH2:8][CH2:9][CH2:10][O:11][c:12]1[cH:13][c:14]2[c:15]([c:16](-[c:19]3[cH:20][cH:21][c:22]([C:25]([F:26])([F:27])[F:28])[cH:23][cH:24]3)[n:17][s:18]2)[cH:29][cH:30]1. The reactants are CCCCCCCCc1cnc(-c2ccc(O)cc2)nc1, CCC(C)C(Cl)C(=O)O, ClCCl. The product is CCCCCCCCc1cnc(-c2ccc(OC(=O)C(Cl)C(C)CC)cc2)nc1. Reaction SMILES: [CH2:10]([CH2:11][CH2:12][CH2:13][CH2:14][CH2:15][CH2:16][CH3:17])[c:18]1[cH:19][n:20][c:21](-[c:24]2[cH:25][cH:26][c:27]([OH:30])[cH:28][cH:29]2)[n:22][cH:23]1.[CH3:1][CH:2]([CH:3]([C:4](=[O:5])[OH:6])[Cl:7])[CH2:8][CH3:9].[Cl:31][CH2:32][Cl:33]>>[CH3:1][CH:2]([CH:3]([C:4](=[O:5])[O:6][c:27]1[cH:26][cH:25][c:24](-[c:21]2[n:20][cH:19][c:18]([CH2:10][CH2:11][CH2:12][CH2:13][CH2:14][CH2:15][CH2:16][CH3:17])[cH:23][n:22]2)[cH:29][cH:28]1)[Cl:7])[CH2:8][CH3:9]. The reactants are CC(C)(C)OC(=O)OC(C)(C)C, CC(C)(C)O, CN(C)c1ccncc1, O=C(O)c1c(F)cc(F)cc1F. Product: CC(C)(C)OC(=O)c1c(F)cc(F)cc1F. Reaction SMILES: [C:1]([O:2][C:3]([CH3:4])([CH3:5])[CH3:6])([O:7][C:8]([CH3:9])([CH3:10])[CH3:11])=[O:12].[C:34]([OH:35])([CH3:36])([CH3:37])[CH3:38].[CH3:25][N:26]([CH3:27])[c:28]1[cH:29][cH:30][n:31][cH:32][cH:33]1.[F:13][c:14]1[c:15]([C:16]([OH:17])=[O:18])[c:19]([F:24])[cH:20][c:21]([F:23])[cH:22]1>>[C:1]([O:7][C:8]([CH3:9])([CH3:10])[CH3:11])(=[O:12])[c:15]1[c:14]([F:13])[cH:22][c:21]([F:23])[cH:20][c:19]1[F:24]. Reactants: CCOC(C)=O, Cc1cc(Nc2nccc(C(F)(F)F)n2)cc(-c2cnc(C3(N)COC3)s2)c1, NS(N)(=O)=O, C1COCCO1. Product: Cc1cc(Nc2nccc(C(F)(F)F)n2)cc(-c2cnc(C3(NS(N)(=O)=O)COC3)s2)c1. Reaction SMILES: [CH3:40][CH2:41][O:42][C:43](=[O:44])[CH3:45].[NH2:1][C:2]1([c:6]2[s:7][c:8](-[c:11]3[cH:12][c:13]([NH:18][c:19]4[n:20][cH:21][cH:22][c:23]([C:25]([F:26])([F:27])[F:28])[n:24]4)[cH:14][c:15]([CH3:17])[cH:16]3)[cH:9][n:10]2)[CH2:3][O:4][CH2:5]1.[NH2:29][S:30]([NH2:31])(=[O:32])=[O:33].[O:34]1[CH2:35][CH2:36][O:37][CH2:38][CH2:39]1>>[NH:1]([C:2]1([c:6]2[s:7][c:8](-[c:11]3[cH:12][c:13]([NH:18][c:19]4[n:20][cH:21][cH:22][c:23]([C:25]([F:26])([F:27])[F:28])[n:24]4)[cH:14][c:15]([CH3:17])[cH:16]3)[cH:9][n:10]2)[CH2:3][O:4][CH2:5]1)[S:30]([NH2:29])(=[O:32])=[O:33].